This data is from the Open Reaction Database (ORD), a public repository of structured organic reaction records. The task is: describe an organic reaction: reactants, conditions, products, and yield The reactants are C([O-])([O-])=O.[Cs+].[Cs+] (cesium carbonate), C1(=CC=CC=C1)P(C1=CC=CC=2C(C3=CC=CC(=C3OC12)P(C1=CC=CC=C1)C1=CC=CC=C1)(C)C)C1=CC=CC=C1 (4,5-bis(diphenylphosphino)-9,9-dimethylxanthene), IC1=CC(=C(C#N)C=C1)OC (4-iodo-2-methoxybenzonitrile), C(C)C1C(C(C(N1)=O)(C)C)=O (5-ethyl-3,3-dimethylpyrrolidine-2,4-dione). Procedure details: Using 4-iodo-2-methoxybenzonitrile (459 mg), 5-ethyl-3,3-dimethylpyrrolidine-2,4-dione (250 mg), cesium carbonate (787 mg), tris(dibenzylideneacetone)dipalladium(0) (148 mg) and 4,5-bis(diphenylphosphino)-9,9-dimethylxanthene (186 mg), and in the same manner as in Reference Example 3, the title compound was obtained as a colorless solid (yield: 300 mg, 65%). Yields the product C(C)C1C(C(C(N1C1=CC(=C(C#N)C=C1)OC)=O)(C)C)=O (4-(5-ethyl-3,3-dimethyl-2,4-dioxopyrrolidin-1-yl)-2-methoxybenzonitrile), solid. Reaction SMILES: I[C:2]1[CH:9]=[CH:8][C:5]([C:6]#[N:7])=[C:4]([O:10][CH3:11])[CH:3]=1.[CH2:12]([CH:14]1[NH:18][C:17](=[O:19])[C:16]([CH3:21])([CH3:20])[C:15]1=[O:22])[CH3:13].C(=O)([O-])[O-].[Cs+].[Cs+].C1(P(C2C=CC=CC=2)C2C3OC4C(=CC=CC=4P(C4C=CC=CC=4)C4C=CC=CC=4)C(C)(C)C=3C=CC=2)C=CC=CC=1>C1C=CC(/C=C/C(/C=C/C2C=CC=CC=2)=O)=CC=1.C1C=CC(/C=C/C(/C=C/C2C=CC=CC=2)=O)=CC=1.C1C=CC(/C=C/C(/C=C/C2C=CC=CC=2)=O)=CC=1.[Pd].[Pd]>[CH2:12]([CH:14]1[N:18]([C:2]2[CH:9]=[CH:8][C:5]([C:6]#[N:7])=[C:4]([O:10][CH3:11])[CH:3]=2)[C:17](=[O:19])[C:16]([CH3:21])([CH3:20])[C:15]1=[O:22])[CH3:13] |f:2.3.4,6.7.8.9.10|. Reagents/catalysts: C=1C=CC(=CC1)/C=C/C(=O)/C=C/C2=CC=CC=C2.C=1C=CC(=CC1)/C=C/C(=O)/C=C/C2=CC=CC=C2.C=1C=CC(=CC1)/C=C/C(=O)/C=C/C2=CC=CC=C2.[Pd].[Pd] (tris(dibenzylideneacetone)dipalladium(0)). Yield: 65.0%. The reactants are COc1ccccc1Oc1c(NS(=O)(=O)c2ccc(C(C)(C)C)cc2)nc(C)nc1OCCN, O=S(=O)(Cl)c1cccs1. Product: COc1ccccc1Oc1c(NS(=O)(=O)c2ccc(C(C)(C)C)cc2)nc(C)nc1OCCNS(=O)(=O)c1cccs1. As a reaction SMILES: [C:1]([CH3:2])([CH3:3])([CH3:4])[c:5]1[cH:6][cH:7][c:8]([S:11](=[O:12])(=[O:13])[NH:14][c:15]2[n:16][c:17]([CH3:34])[n:18][c:19]([O:30][CH2:31][CH2:32][NH2:33])[c:20]2[O:21][c:22]2[c:23]([O:28][CH3:29])[cH:24][cH:25][cH:26][cH:27]2)[cH:9][cH:10]1.[s:35]1[c:36]([S:40](=[O:41])(=[O:42])[Cl:43])[cH:37][cH:38][cH:39]1>>[C:1]([CH3:2])([CH3:3])([CH3:4])[c:5]1[cH:6][cH:7][c:8]([S:11](=[O:12])(=[O:13])[NH:14][c:15]2[n:16][c:17]([CH3:34])[n:18][c:19]([O:30][CH2:31][CH2:32][NH:33][S:40]([c:36]3[s:35][cH:39][cH:38][cH:37]3)(=[O:41])=[O:42])[c:20]2[O:21][c:22]2[c:23]([O:28][CH3:29])[cH:24][cH:25][cH:26][cH:27]2)[cH:9][cH:10]1. Yields the product COc1ccc(CN(C(=O)C(=O)c2ccccc2)c2cccc3c2COC3=O)cc1. Starting materials: CCOC(C)=O, COc1ccc(CCl)cc1, Cl, [H-], [Na+], O=C(Nc1cccc2c1COC2=O)C(=O)c1ccccc1, CN(C)C=O, O. Reaction SMILES: [CH3:40][CH2:41][O:42][C:43](=[O:44])[CH3:45].[Cl:24][CH2:25][c:26]1[cH:27][cH:28][c:29]([O:32][CH3:33])[cH:30][cH:31]1.[ClH:34].[H-:23].[Na+:22].[O:1]=[C:2]([C:3](=[O:4])[NH:5][c:6]1[c:7]2[c:11]([cH:12][cH:13][cH:14]1)[C:10](=[O:15])[O:9][CH2:8]2)[c:16]1[cH:17][cH:18][cH:19][cH:20][cH:21]1.[O:35]=[CH:36][N:37]([CH3:38])[CH3:39].[OH2:46]>>[O:1]=[C:2]([C:3](=[O:4])[N:5]([c:6]1[c:7]2[c:11]([cH:12][cH:13][cH:14]1)[C:10](=[O:15])[O:9][CH2:8]2)[CH2:25][c:26]1[cH:27][cH:28][c:29]([O:32][CH3:33])[cH:30][cH:31]1)[c:16]1[cH:17][cH:18][cH:19][cH:20][cH:21]1. The reactants are BrCC#N (bromoacetonitrile), C(C1=CC=CC=C1)OC=1C=CC=C2C=CNC12 (7-benzyloxyindole), C([O-])([O-])=O.[K+].[K+] (potassium carbonate). The reagents and catalysts are [Pd] (palladium on charcoal). The solvent is C(C)C(=O)C (methyl ethyl ketone), CO (methanol). Product: C(#N)COC=1C=CC=C2C=CNC12 (7-(Cyanomethoxy)indole). RXN SMILES: [CH2:1]([O:8][C:9]1[CH:10]=[CH:11][CH:12]=[C:13]2[C:17]=1[NH:16][CH:15]=[CH:14]2)[C:2]1C=CC=CC=1.BrCC#[N:21].C(=O)([O-])[O-].[K+].[K+]>CO.[Pd].C(C(C)=O)C>[C:2]([CH2:1][O:8][C:9]1[CH:10]=[CH:11][CH:12]=[C:13]2[C:17]=1[NH:16][CH:15]=[CH:14]2)#[N:21] |f:2.3.4|. Procedure: A solution of 7-benzyloxyindole (0.5 g, 2.24 mmol) in methanol (100 ml) is hydrogenated at 60 psi (4.38 Kg/cm2) over 10% palladium on charcoal (50 mg) for 4 hours. The catalyst is filtered off and the filtrate was evaporated. A stirred solution of the residue and bromoacetonitrile (0.16 ml, 2.3 mmol) in methyl ethyl ketone (5 ml) is heated under reflux with solid anhydrous potassium carbonate (0.62 g, 4.5 mmol) for 2 hours, cooled, poured onto ice-hydrochloric acid and extracted with dichloromet... The reactants are C(C)(C)[C@H]1[C@@H](C[C@@H](CC1)C)C=O ((1R,2S,5R)-2-isopropyl-5-methylcyclohexanecarbaldehyde), C(C#C)[Mg]Br (propargyl magnesium bromide), C(C#C)[Mg]Br (propargyl magnesium bromide). Run in C1CCOC1 (THF). Run at temperature 0 celsius. The product is C(C)(C)[C@H]1[C@@H](C[C@@H](CC1)C)C(CC#C)O (1-((1R,2S,5R)-2-isopropyl-5-methylcyclohexyl)but-3-yn-1-ol). The yield is 37.6%. As a reaction SMILES: [CH:1]([C@@H:4]1[CH2:9][CH2:8][C@@H:7]([CH3:10])[CH2:6][C@H:5]1[CH:11]=[O:12])([CH3:3])[CH3:2].[CH2:13]([Mg]Br)[C:14]#[CH:15]>C1COCC1>[CH:1]([C@@H:4]1[CH2:9][CH2:8][C@@H:7]([CH3:10])[CH2:6][C@H:5]1[CH:11]([OH:12])[CH2:15][C:14]#[CH:13])([CH3:3])[CH3:2]. Procedure: To a solution of (1R,2S,5R)-2-isopropyl-5-methylcyclohexanecarbaldehyde (1.0 g, 6.0 mmol) in THF (10 mL) at 0° C. was slowly added propargyl magnesium bromide (1 M, 8.9 mmol). After the reaction was allowed to warm to room temperature overnight 1.5 equivalents of additional propargyl magnesium bromide were added and the reaction was allowed to stir for 6 additional h. The reaction was again cooled to 0° C. and then quenched with 1 N HCl and partitioned between brine and MTBE. The organic layer w...